From a dataset of the Open Reaction Database (ORD), a public repository of structured organic reaction records. describe an organic reaction: reactants, conditions, products, and yield Starting materials: O=C([O-])[O-], Cc1nsc(-c2ccc(Cl)nn2)n1, O=C1NC2(CCNCC2)Nc2ccc(Cl)cc21, Cl, [K+], [K+]. The product is Cc1nsc(-c2ccc(N3CCC4(CC3)NC(=O)c3cc(Cl)ccc3N4)nn2)n1. RXN SMILES: [C:32](=[O:33])([O-:34])[O-:35].[Cl:19][c:20]1[n:21][n:22][c:23](-[c:26]2[n:27][c:28]([CH3:31])[n:29][s:30]2)[cH:24][cH:25]1.[Cl:2][c:3]1[cH:4][c:5]2[c:15]([cH:16][cH:17]1)[NH:14][C:8]1([NH:7][C:6]2=[O:18])[CH2:9][CH2:10][NH:11][CH2:12][CH2:13]1.[ClH:1].[K+:36].[K+:37]>>[Cl:2][c:3]1[cH:4][c:5]2[c:15]([cH:16][cH:17]1)[NH:14][C:8]1([NH:7][C:6]2=[O:18])[CH2:9][CH2:10][N:11]([c:20]2[n:21][n:22][c:23](-[c:26]3[n:27][c:28]([CH3:31])[n:29][s:30]3)[cH:24][cH:25]2)[CH2:12][CH2:13]1. Starting materials: CC(C)C[Al+]CC(C)C, Cc1sc(-c2ccccc2)nc1COc1ccc(C#N)cn1, Cc1ccccc1, CCOC(C)=O, CCCCCC, [Cl-], [H-], [NH4+]. The product is Cc1sc(-c2ccccc2)nc1COc1ccc(C=O)cn1. RXN SMILES: [CH2:31]([Al+:32][CH2:33][CH:34]([CH3:35])[CH3:36])[CH:37]([CH3:38])[CH3:39].[CH3:1][c:2]1[c:3]([CH2:13][O:14][c:15]2[n:16][cH:17][c:18]([C:19]#[N:20])[cH:21][cH:22]2)[n:4][c:5](-[c:7]2[cH:8][cH:9][cH:10][cH:11][cH:12]2)[s:6]1.[CH3:23][c:24]1[cH:25][cH:26][cH:27][cH:28][cH:29]1.[CH3:42][CH2:43][O:44][C:45](=[O:46])[CH3:47].[CH3:48][CH2:49][CH2:50][CH2:51][CH2:52][CH3:53].[Cl-:40].[H-:30].[NH4+:41]>>[CH3:1][c:2]1[c:3]([CH2:13][O:14][c:15]2[n:16][cH:17][c:18]([CH:19]=[O:44])[cH:21][cH:22]2)[n:4][c:5](-[c:7]2[cH:8][cH:9][cH:10][cH:11][cH:12]2)[s:6]1. Yields the product CC1=NOC(=C1C=1C(=CC=2C3=C(C=NC2C1)N=C(N3C(COC)C)NCCOC)OC)C (7-(3,5-dimethyl-4-isoxazolyl)-1-[1-methyl-2-(methyloxy)ethyl]-8-(methyloxy)-N-[2-(methyloxy)ethyl]-1H-imidazo[4,5-c]quinolin-2-amine). Procedure details: From 7-(3,5-dimethylisoxazol-4-yl)-6-methoxy-N4-(1-methoxypropan-2-yl)quinoline-3,4-diamine (for a preparation see Intermediate 19) (70 mg) and 1-isothiocyanato-2-(methyloxy)ethane (50 mg) to give the title compound as beige solid (41 mg, 47%). LCMS (formate) Rt 0.56 min, MH+ 440. RXN SMILES: [CH3:1][C:2]1[C:6]([C:7]2[CH:16]=[C:15]3[C:10]([C:11]([NH:18][CH:19]([CH3:23])[CH2:20][O:21][CH3:22])=[C:12]([NH2:17])[CH:13]=[N:14]3)=[CH:9][C:8]=2[O:24][CH3:25])=[C:5]([CH3:26])[O:4][N:3]=1.[N:27]([CH2:30][CH2:31][O:32][CH3:33])=[C:28]=S>>[CH3:1][C:2]1[C:6]([C:7]2[C:8]([O:24][CH3:25])=[CH:9][C:10]3[C:11]4[N:18]([CH:19]([CH3:23])[CH2:20][O:21][CH3:22])[C:28]([NH:27][CH2:30][CH2:31][O:32][CH3:33])=[N:17][C:12]=4[CH:13]=[N:14][C:15]=3[CH:16]=2)=[C:5]([CH3:26])[O:4][N:3]=1. Starting materials: CC1=NOC(=C1C1=C(C=C2C(=C(C=NC2=C1)N)NC(COC)C)OC)C (7-(3,5-dimethylisoxazol-4-yl)-6-methoxy-N4-(1-methoxypropan-2-yl)quinoline-3,4-diamine), Intermediate 19, N(=C=S)CCOC (1-isothiocyanato-2-(methyloxy)ethane). The yield is 47.0%. Reactants: CC(C)(C)[O-], CNC(=O)c1cc(Cl)ccn1, CCOC(C)=O, [K+], [K+], [K+], Nc1nncc(-c2ccc(O)cc2)n1, O=C([O-])[O-], CN(C)C=O, O. Yields the product CNC(=O)c1cc(Oc2ccc(-c3cnnc(N)n3)cc2)ccn1. As a reaction SMILES: [CH3:15][C:16]([CH3:17])([O-:18])[CH3:19].[CH3:21][NH:22][C:23](=[O:24])[c:25]1[n:26][cH:27][cH:28][c:29]([Cl:31])[cH:30]1.[CH3:43][CH2:44][O:45][C:46](=[O:47])[CH3:48].[K+:20].[K+:32].[K+:33].[NH2:1][c:2]1[n:3][n:4][cH:5][c:6](-[c:8]2[cH:9][cH:10][c:11]([OH:14])[cH:12][cH:13]2)[n:7]1.[O-:34][C:35]([O-:36])=[O:37].[O:38]=[CH:39][N:40]([CH3:41])[CH3:42].[OH2:49]>>[NH2:1][c:2]1[n:3][n:4][cH:5][c:6](-[c:8]2[cH:9][cH:10][c:11]([O:14][c:29]3[cH:28][cH:27][n:26][c:25]([C:23]([NH:22][CH3:21])=[O:24])[cH:30]3)[cH:12][cH:13]2)[n:7]1. Reactants: CC(C)(C)OC(=O)NC1Cc2ccccc2C1Oc1ccccc1Cc1ccccc1, CN(C)C=O, [H-], CI, [Na+], O. Yields the product CN(C(=O)OC(C)(C)C)C1Cc2ccccc2C1Oc1ccccc1Cc1ccccc1. As a reaction SMILES: [CH2:3]([c:4]1[cH:5][cH:6][cH:7][cH:8][cH:9]1)[c:10]1[c:11]([O:12][CH:13]2[CH:14]([NH:22][C:23](=[O:24])[O:25][C:26]([CH3:27])([CH3:28])[CH3:29])[CH2:15][c:16]3[cH:17][cH:18][cH:19][cH:20][c:21]32)[cH:30][cH:31][cH:32][cH:33]1.[CH3:37][N:38]([CH3:39])[CH:40]=[O:41].[H-:1].[I:34][CH3:35].[Na+:2].[OH2:36]>>[CH2:3]([c:4]1[cH:5][cH:6][cH:7][cH:8][cH:9]1)[c:10]1[c:11]([O:12][CH:13]2[CH:14]([N:22]([C:23](=[O:24])[O:25][C:26]([CH3:27])([CH3:28])[CH3:29])[CH3:35])[CH2:15][c:16]3[cH:17][cH:18][cH:19][cH:20][c:21]32)[cH:30][cH:31][cH:32][cH:33]1.